describe an organic reaction: reactants, conditions, products, and yield From a dataset of the Open Reaction Database (ORD), a public repository of structured organic reaction records. The reactants are COc1ccc2cc(Br)ccc2c1Br, Br, Br, COc1ccc2ccccc2c1, [Fe], O. The product is COc1ccc2cc(Br)ccc2c1. RXN SMILES: [Br:15][c:16]1[c:17]([O:27][CH3:28])[cH:18][cH:19][c:20]2[cH:21][c:22]([Br:26])[cH:23][cH:24][c:25]12.[Br:1].[BrH:14].[CH3:2][O:3][c:4]1[cH:5][cH:6][c:7]2[c:8]([cH:9][cH:10][cH:11][cH:12]2)[cH:13]1.[Fe:30].[OH2:29]>>[cH:16]1[c:17]([O:27][CH3:28])[cH:18][cH:19][c:20]2[cH:21][c:22]([Br:26])[cH:23][cH:24][c:25]12. Yields the product C1(=CC=CC=C1)NN=C(C1=C(C(=CC=C1)Cl)SC)Cl (o-(methylthio)-chlorobenzoyl chloride phenylhydrazone). Run in C(Cl)(Cl)(Cl)Cl (carbon tetrachloride), C(Cl)(Cl)(Cl)Cl (carbon tetrachloride). Starting materials: P(Cl)(Cl)(Cl)(Cl)Cl (phosphorus pentachloride), C1(=CC=CC=C1)O (phenol), C1(=CC=CC=C1)NNC(C1=C(C=CC=C1)SC)=O (o-(methylthio)benzoic acid 2-phenylhydrazide), Cl (hydrogen chloride). Reaction SMILES: P(Cl)(Cl)(Cl)(Cl)[Cl:2].[C:7]1([NH:13][NH:14][C:15](=O)[C:16]2[CH:21]=[CH:20][CH:19]=[CH:18][C:17]=2[S:22][CH3:23])[CH:12]=[CH:11][CH:10]=[CH:9][CH:8]=1.[ClH:25].C1(O)C=CC=CC=1>C(Cl)(Cl)(Cl)Cl>[C:7]1([NH:13][N:14]=[C:15]([Cl:2])[C:16]2[CH:21]=[CH:20][CH:19]=[C:18]([Cl:25])[C:17]=2[S:22][CH3:23])[CH:12]=[CH:11][CH:10]=[CH:9][CH:8]=1. Procedure details: A mixture consisting of 21.9 g. (0.105 mole) phosphorus pentachloride, 150 ml. of carbon tetrachloride, and 25.83 g. (0.100 mole) o-(methylthio)benzoic acid 2-phenylhydrazide (prepared in Part A above) was heated at the reflux temperature until evolution of hydrogen chloride ceased. The reaction mixture was chilled in an ice-bath, and a suspension of 31.5 g, (0.335 mole) phenol in 50 ml. carbon tetrachloride was added. After removing the carbon tetrachloride by evaporation under reduced pressure...